Dataset: the Open Reaction Database (ORD), a public repository of structured organic reaction records. Task: describe an organic reaction: reactants, conditions, products, and yield The reactants are CC(C)(C)OC(=O)N1CCNCC1, CC#N, C=C(NC(=O)OCc1ccccc1)C(=O)OC, CO, [Cl-]. Product: COC(=O)C(CN1CCN(C(=O)OC(C)(C)C)CC1)NC(=O)OCc1ccccc1. Reaction SMILES: [C:18]([CH3:19])([CH3:20])([CH3:21])[O:22][C:23](=[O:24])[N:25]1[CH2:26][CH2:27][NH:28][CH2:29][CH2:30]1.[C:34](#[N:35])[CH3:36].[CH3:1][O:2][C:3]([C:4]([NH:5][C:6](=[O:7])[O:8][CH2:9][c:10]1[cH:11][cH:12][cH:13][cH:14][cH:15]1)=[CH2:16])=[O:17].[CH3:32][OH:33].[Cl-:31]>>[CH3:1][O:2][C:3]([CH:4]([NH:5][C:6](=[O:7])[O:8][CH2:9][c:10]1[cH:11][cH:12][cH:13][cH:14][cH:15]1)[CH2:16][N:28]1[CH2:27][CH2:26][N:25]([C:23]([O:22][C:18]([CH3:19])([CH3:20])[CH3:21])=[O:24])[CH2:30][CH2:29]1)=[O:17]. The reactants are C(C1=CC=CC=C1)OC(C[C@H](C(=O)N[C@H](CO)CC1=CC=CC=C1)N1C=C(C=C1)C1=CC=C(C=C1)C1=CC=C(C=C1)C(N)=O)=O (N-(1(S)-benzyl-2-hydroxyethyl)-3(R)-[3-(4′-carbamoylbiphenyl-4-yl)-1H-pyrrol-1-yl]succinamic acid benzyl ester), C(C1=CC=CC=C1)[C@@H](CO)NC([C@@H](CC(=O)O)N1C=C(C=C1)C1=CC=C(C=C1)C1=CC=C(C=C1)C(N)=O)=O (N-(1(S)-benzyl-2-hydroxyethyl)-3(R)-[3-(4′-carbamoylbiphenyl-4-yl)-1H-pyrrol-1-yl]succinamic acid), [K+].[Br-] (KBr). Solvent: C(Cl)(Cl)Cl (CHCl3). Yields the product C(C1=CC=CC=C1)C(CO)NC([C@@H](CC(=O)O)N1C=C(C=C1)C1=CC=C(C=C1)C1=CC=C(C=C1)C(N)=O)=O (N-(1-Benzyl-2-hydroxyethyl)-3(R)-[3-(4′-carbamoylbiphenyl-4-yl)-1H-pyrrol-1-yl]succinamic Acid). Yield: 95.0%. As a reaction SMILES: C([O:8][C:9](=[O:45])[CH2:10][C@@H:11]([N:25]1[CH:29]=[CH:28][C:27]([C:30]2[CH:35]=[CH:34][C:33]([C:36]3[CH:41]=[CH:40][C:39]([C:42](=[O:44])[NH2:43])=[CH:38][CH:37]=3)=[CH:32][CH:31]=2)=[CH:26]1)[C:12]([NH:14][C@@H:15]([CH2:18][C:19]1[CH:24]=[CH:23][CH:22]=[CH:21][CH:20]=1)[CH2:16][OH:17])=[O:13])C1C=CC=CC=1.C([C@H](NC(=O)[C@H](N1C=CC(C2C=CC(C3C=CC(C(=O)N)=CC=3)=CC=2)=C1)CC(O)=O)CO)C1C=CC=CC=1.[K+].[Br-]>C(Cl)(Cl)Cl>[CH2:18]([CH:15]([NH:14][C:12](=[O:13])[C@H:11]([N:25]1[CH:29]=[CH:28][C:27]([C:30]2[CH:35]=[CH:34][C:33]([C:36]3[CH:41]=[CH:40][C:39]([C:42](=[O:44])[NH2:43])=[CH:38][CH:37]=3)=[CH:32][CH:31]=2)=[CH:26]1)[CH2:10][C:9]([OH:45])=[O:8])[CH2:16][OH:17])[C:19]1[CH:24]=[CH:23][CH:22]=[CH:21][CH:20]=1 |f:2.3|. Reported procedure: According to the procedure described in Example 1(a), N-(1(S)-benzyl-2-hydroxyethyl)-3(R)-[3-(4′-carbamoylbiphenyl-4-yl)-1H-pyrrol-1-yl]succinamic acid benzyl ester was hydrogenolyzed to N-(1(S)-benzyl-2-hydroxyethyl)-3(R)-[3-(4′-carbamoylbiphenyl-4-yl)-1H-pyrrol-1-yl]succinamic acid in 95% yield, mp 218-20° C. 1H NMR (DMSO-d6): ∂ 8.12 (d, 1H, J=8.5 Hz), 7.97 (s, 1H), 7.88 (d, 2H, J=8.5 Hz), 7.72 (d, 2H, J=8.5 Hz), 7.57 (d, 2H, J=8.1 Hz), 7.33 (bs, 1H), 7.24 (s, 1H), 7.22-7.11 (m, 6H), 6.80 (bs,...